Dataset: the Open Reaction Database (ORD), a public repository of structured organic reaction records. Task: describe an organic reaction: reactants, conditions, products, and yield Reactants: C=C(C)C, Cc1ccccc1, CC(CO)[N+](=O)[O-], [Na+], O=S(=O)([O-])O. Yields the product CC(COC(C)(C)C)[N+](=O)[O-]. RXN SMILES: [CH2:14]=[C:15]([CH3:16])[CH3:17].[CH3:18][c:19]1[cH:20][cH:21][cH:22][cH:23][cH:24]1.[N+:1](=[O:2])([O-:3])[CH:4]([CH2:5][OH:6])[CH3:7].[Na+:13].[S:8](=[O:9])(=[O:10])([OH:11])[O-:12]>>[N+:1](=[O:2])([O-:3])[CH:4]([CH2:5][O:6][C:15]([CH3:14])([CH3:16])[CH3:17])[CH3:7]. Starting materials: C[C@@H]1N(CCC1)C1C[C@H](CC1)C1=CC=C(C=C1)N (4-[(S)-3-((S)-2-methyl-pyrrolidin-1-yl)-cyclopentyl]-phenylamine), C[C@@H]1N(CCC1)C1C[C@H](CC1)C1=CC=C(C=C1)N (4-[(S)-3-((S)-2-methyl-pyrrolidin-1-yl)-cyclopentyl]-phenylamine), CC1=C(C(=O)Cl)C=CC=C1 (2-methylbenzoyl chloride). Yields the product CC1=C(C(=O)NC2=CC=C(C=C2)[C@@H]2CC(CC2)N2[C@H](CCC2)C)C=CC=C1 (2-Methyl-N-{4-[(S)-3-((S)-2-methyl-pyrrolidin-1-yl)-cyclopentyl]-phenyl}-benzamide). As a reaction SMILES: [CH3:1][C@H:2]1[CH2:6][CH2:5][CH2:4][N:3]1[CH:7]1[CH2:11][CH2:10][C@H:9]([C:12]2[CH:17]=[CH:16][C:15]([NH2:18])=[CH:14][CH:13]=2)[CH2:8]1.[CH3:19][C:20]1[CH:28]=[CH:27][CH:26]=[CH:25][C:21]=1[C:22](Cl)=[O:23]>>[CH3:19][C:20]1[CH:28]=[CH:27][CH:26]=[CH:25][C:21]=1[C:22]([NH:18][C:15]1[CH:16]=[CH:17][C:12]([C@H:9]2[CH2:10][CH2:11][CH:7]([N:3]3[CH2:4][CH2:5][CH2:6][C@@H:2]3[CH3:1])[CH2:8]2)=[CH:13][CH:14]=1)=[O:23]. Reported procedure: The title compound was synthesized essentially in the same manner as Example 28 by employing 4-[(S)-3-((S)-2-methyl-pyrrolidin-1-yl)-cyclopentyl]-phenylamine (Intermediate 14) and 2-methylbenzoyl chloride. Run at time 2 hour. Procedure details: Ethylchloroformate (1.9 g, 17.5 mM) is added with stirring to 2-amino-5,6-dimethoxybenzaldehyde-ethyleneketal (1.6 g, 7.1 mM) dissolved in tetrahydrofuran (50 ml). A solution of sodium hydroxide in H2O (0.72 g in 3.5 ml H2O) is added and the resulting solution is stirred for 2 hours at room temperature. The tetrahydrofuran is removed in vacuo and the residue extracted with CHCl3 (2×100 ml). The extracts are dried over Na2SO4, filtered, and the solvent removed in vacuo. The crude product is recry... As a reaction SMILES: [CH2:1]([O:3][C:4](Cl)=[O:5])[CH3:2].[CH2:7]1[O:22][CH:10]([C:11]2[C:16]([O:17][CH3:18])=[C:15]([O:19][CH3:20])[CH:14]=[CH:13][C:12]=2[NH2:21])[O:9][CH2:8]1.[OH-].[Na+]>O1CCCC1.O>[CH2:8]1[O:9][CH:10]([C:11]2[C:16]([O:17][CH3:18])=[C:15]([O:19][CH3:20])[CH:14]=[CH:13][C:12]=2[NH:21][C:4]([O:3][CH2:1][CH3:2])=[O:5])[O:22][CH2:7]1 |f:2.3|. Starting materials: C(C)OC(=O)Cl (Ethylchloroformate), C1COC(C2=C(C=CC(=C2OC)OC)N)O1 (2-amino-5,6-dimethoxybenzaldehyde-ethyleneketal), [OH-].[Na+] (sodium hydroxide). Solvent: O1CCCC1 (tetrahydrofuran), O (H2O). Product: C1COC(C2=C(C=CC(=C2OC)OC)NC(=O)OCC)O1 (2-(N-Carbethoxyamino)-5,6-dimethoxybenzaldehyde ethyleneketal). Starting materials: ClCCOC1=C(C=C2C(=CC=NC2=C1)OC1=C(C=C(C=C1)OC)C(C)=O)OC (1-(2-{[7-(2-Chloroethoxy)-6-methoxy-4-quinolyl]oxy}-5-methoxyphenyl)-1-ethanone), C([O-])([O-])=O.[K+].[K+] (potassium carbonate), O (water), ClCCOC1=C(C=C2C(=CC=NC2=C1)OC1=C(C=C(C=C1)OC)C(C)=O)OC (1-(2-{[7-(2-Chloroethoxy)-6-methoxy-4-quinolyl]oxy}-5-methoxyphenyl)-1-ethanone), N1CCOCC1 (morpholine). Run in CN(C=O)C (N,N-dimethylformamide). Reaction conditions: temperature 80 celsius, time 8 hour. Yields the product COC=1C=CC(=C(C1)C(C)=O)OC1=CC=NC2=CC(=C(C=C12)OC)OCCN1CCOCC1 (1-(5-Methoxy-2-{[6-methoxy-7-(2-morpholinoethoxy)-4-quinolyl]oxy}phenyl)-1-ethanone). Yield: 23.9%. As a reaction SMILES: Cl[CH2:2][CH2:3][O:4][C:5]1[CH:14]=[C:13]2[C:8]([C:9]([O:15][C:16]3[CH:21]=[CH:20][C:19]([O:22][CH3:23])=[CH:18][C:17]=3[C:24](=[O:26])[CH3:25])=[CH:10][CH:11]=[N:12]2)=[CH:7][C:6]=1[O:27][CH3:28].[NH:29]1[CH2:34][CH2:33][O:32][CH2:31][CH2:30]1.C(=O)([O-])[O-].[K+].[K+].O>CN(C)C=O>[CH3:23][O:22][C:19]1[CH:20]=[CH:21][C:16]([O:15][C:9]2[C:8]3[C:13](=[CH:14][C:5]([O:4][CH2:3][CH2:2][N:29]4[CH2:34][CH2:33][O:32][CH2:31][CH2:30]4)=[C:6]([O:27][CH3:28])[CH:7]=3)[N:12]=[CH:11][CH:10]=2)=[C:17]([C:24](=[O:26])[CH3:25])[CH:18]=1 |f:2.3.4|. Reported procedure: 1-(2-{[7-(2-Chloroethoxy)-6-methoxy-4-quinolyl]oxy}-5-methoxyphenyl)-1-ethanone (compound 119) (89 mg), morpholine (57 mg), and potassium carbonate (152 mg) were suspended in N,N-dimethylformamide (2 ml), and the suspension was stirred at 80° C. overnight. The reaction solution was cooled to room temperature, water was then added to the reaction solution, and the mixture was extracted with ethyl acetate. The ethyl acetate layer was then washed with water and saturated brine and was dried over an... The reactants are [Br-].C(CC1=CC=CC=C1)[P+](C1=CC=CC=C1)(C1=CC=CC=C1)C1=CC=CC=C1 (phenethyltriphenylphosphonium bromide), [Li]CCCC (n-BuLi), CC(C=O)CCC=C(C)C (2,6-dimethylhept-5-enal). RXN SMILES: [Br-].[CH2:2]([P+](C1C=CC=CC=1)(C1C=CC=CC=1)C1C=CC=CC=1)[CH2:3][C:4]1[CH:9]=[CH:8][CH:7]=[CH:6][CH:5]=1.[Li]CCCC.[CH3:34][CH:35]([CH2:38][CH2:39][CH:40]=[C:41]([CH3:43])[CH3:42])[CH:36]=O>>[CH3:42][CH:41]([CH2:40][CH2:39][CH:38]=[C:35]([CH3:36])[CH3:34])[CH:43]=[CH:2][CH2:3][C:4]1[CH:5]=[CH:6][CH:7]=[CH:8][CH:9]=1 |f:0.1|. The product is CC(C=CCC1=CC=CC=C1)CCC=C(C)C ((4,8-Dimethylnona-2,7-dienyl)benzene). Reported procedure: Starting from phenethyltriphenylphosphonium bromide (3.20 g, 7.15 mmol, 1.0 equiv.), n-BuLi (1.6 M in hexanes, 4.5 mL, 7.15 mmol, 1.0 equiv.) and 2,6-dimethylhept-5-enal (1.51 g, 10.7 mmol, 1.5 equiv.), 1.21 g (74%) of the title compound as a colorless oil was obtained after purification by flash chromatography on SiO2 (cyclohexane/EtOAc 997:3). Isolated yield 74.1%. Reactants: C1(CC1)OS(N)(=O)=O (sulfamic acid cyclopropyl ester), FC(CO)(F)F (2,2,2-trifluoroethylalcohol). Yields the product FC(CNS([O-])(=O)=O)(F)F (2,2,2-Trifluoroethylsulfamate), FC(COS(N)(=O)=O)(F)F (sulfamic acid 2,2,2-trifluoro-ethyl ester). Reaction SMILES: C1([O:4][S:5](=[O:8])(=[O:7])[NH2:6])CC1.[F:9][C:10]([F:14])([F:13])[CH2:11][OH:12]>>[F:9][C:10]([F:14])([F:13])[CH2:11][NH:6][S:5](=[O:8])(=[O:7])[O-:4].[F:9][C:10]([F:14])([F:13])[CH2:11][O:12][S:5](=[O:7])(=[O:4])[NH2:6]. Procedure details: 2,2,2-Trifluoroethylsulfamate was synthesized according to the method presented in the synthesis of sulfamic acid cyclopropyl ester in Example 1 with the exception of utilizing 2,2,2-trifluoroethylalcohol to obtain sulfamic acid 2,2,2-trifluoro-ethyl ester.